This data is from the Open Reaction Database (ORD), a public repository of structured organic reaction records. The task is: describe an organic reaction: reactants, conditions, products, and yield Starting materials: CCCCCBr, C1CCC2=NCCCN2CC1, CC#N, CC(C)(C)OC(=O)NO. Yields the product CCCCCONC(=O)OC(C)(C)C. As a reaction SMILES: [Br:10][CH2:11][CH2:12][CH2:13][CH2:14][CH3:15].[CH2:16]1[CH2:17][CH2:18][C:19]2=[N:24][CH2:23][CH2:22][CH2:21][N:20]2[CH2:25][CH2:26]1.[CH3:27][C:28]#[N:29].[OH:1][NH:2][C:3]([O:4][C:5]([CH3:6])([CH3:7])[CH3:8])=[O:9]>>[O:1]([NH:2][C:3]([O:4][C:5]([CH3:6])([CH3:7])[CH3:8])=[O:9])[CH2:11][CH2:12][CH2:13][CH2:14][CH3:15].